From a dataset of the Open Reaction Database (ORD), a public repository of structured organic reaction records. describe an organic reaction: reactants, conditions, products, and yield Starting materials: C1CCOC1, CC(C)[Mg+], [Cl-], [Cl-], CC12Cn3cnc(-c4ccc(F)cc4)c3C=C1CCCC2C=O, COC(=O)c1ccc(I)s1, [NH4+]. Product: COC(=O)c1ccc(C(O)C2CCCC3=Cc4c(-c5ccc(F)cc5)ncn4CC32C)s1. As a reaction SMILES: [CH2:41]1[O:42][CH2:43][CH2:44][CH2:45]1.[CH:12]([Mg+:13])([CH3:14])[CH3:15].[Cl-:11].[Cl-:39].[F:16][c:17]1[cH:18][cH:19][c:20](-[c:23]2[n:24][cH:25][n:26]3[c:35]2[CH:34]=[C:33]2[C:28]([CH3:38])([CH2:27]3)[CH:29]([CH:36]=[O:37])[CH2:30][CH2:31][CH2:32]2)[cH:21][cH:22]1.[I:1][c:2]1[cH:3][cH:4][c:5]([C:7](=[O:8])[O:9][CH3:10])[s:6]1.[NH4+:40]>>[c:2]1([CH:36]([CH:29]2[C:28]3([CH3:38])[CH2:27][n:26]4[cH:25][n:24][c:23](-[c:20]5[cH:19][cH:18][c:17]([F:16])[cH:22][cH:21]5)[c:35]4[CH:34]=[C:33]3[CH2:32][CH2:31][CH2:30]2)[OH:37])[cH:3][cH:4][c:5]([C:7](=[O:8])[O:9][CH3:10])[s:6]1. Starting materials: C(CCCC)[C@@H]1CC[C@H](CC1)C1=CC=C(C=C1)C1=CC=C(C=C1)CO (4'-(trans-4-pentylcyclohexyl)-4-biphenylmethanol), C1(=CC=CC=C1)P(C1=CC=CC=C1)C1=CC=CC=C1 (triphenylphosphine), solid, BrC(Br)(Br)Br (tetrabromomethane). Solvent: C(Cl)Cl (methylene chloride). Conditions: time 2 hour. The product is BrCC1=CC=C(C=C1)C1=CC=C(C=C1)[C@@H]1CC[C@H](CC1)CCCCC (4-(bromomethyl)-4'-(trans-4-pentylcyclohexyl)biphenyl). Yield: 82.0%. Reaction SMILES: [CH2:1]([C@H:6]1[CH2:11][CH2:10][C@H:9]([C:12]2[CH:17]=[CH:16][C:15]([C:18]3[CH:23]=[CH:22][C:21](CO)=[CH:20][CH:19]=3)=[CH:14][CH:13]=2)[CH2:8][CH2:7]1)[CH2:2][CH2:3][CH2:4][CH3:5].C1(P(C2C=CC=CC=2)C2C=CC=CC=2)C=CC=CC=1.Br[C:46]([Br:49])(Br)Br>C(Cl)Cl>[Br:49][CH2:46][C:21]1[CH:22]=[CH:23][C:18]([C:15]2[CH:14]=[CH:13][C:12]([C@H:9]3[CH2:10][CH2:11][C@H:6]([CH2:1][CH2:2][CH2:3][CH2:4][CH3:5])[CH2:7][CH2:8]3)=[CH:17][CH:16]=2)=[CH:19][CH:20]=1. Reported procedure: A mixture of 3.5 g of 4'-(trans-4-pentylcyclohexyl)-4-biphenylmethanol and 2.9 g of triphenylphosphine in 150 ml of absolute methylene chloride was placed at -20° C. in a sulphonation flask while gassing with argon and treated portionwise within 10 minutes with 3.8 g of solid tetrabromomethane. Partially undissolved educt thereby dissolved slowly. The mixture was stirred for a further 2 hours while warming to room temperature. The mixture was subsequently concentrated on a rotary evaporator and ... The reactants are C1CCOC1, CO, O=C(NCC(=O)N1CCC(Nc2ccccc2Cl)CC1)c1cc(-c2ccccc2OCc2ccccc2)on1, [H][H]. The product is O=C(NCC(=O)N1CCC(Nc2ccccc2Cl)CC1)c1cc(-c2ccccc2O)on1. Reaction SMILES: [CH2:44]1[O:45][CH2:46][CH2:47][CH2:48]1.[CH3:42][OH:43].[Cl:1][c:2]1[c:3]([NH:8][CH:9]2[CH2:10][CH2:11][N:12]([C:15]([CH2:16][NH:17][C:18](=[O:19])[c:20]3[n:21][o:22][c:23](-[c:25]4[c:26]([O:31][CH2:32][c:33]5[cH:34][cH:35][cH:36][cH:37][cH:38]5)[cH:27][cH:28][cH:29][cH:30]4)[cH:24]3)=[O:39])[CH2:13][CH2:14]2)[cH:4][cH:5][cH:6][cH:7]1.[H:40][H:41]>>[Cl:1][c:2]1[c:3]([NH:8][CH:9]2[CH2:10][CH2:11][N:12]([C:15]([CH2:16][NH:17][C:18](=[O:19])[c:20]3[n:21][o:22][c:23](-[c:25]4[c:26]([OH:31])[cH:27][cH:28][cH:29][cH:30]4)[cH:24]3)=[O:39])[CH2:13][CH2:14]2)[cH:4][cH:5][cH:6][cH:7]1. Reactants: argentic oxide, COC1=CC=C(C=2C(C3=CC=CC=C3C(C12)=O)=O)OC (1,4-Dimethoxyanthraquinone), [N+](=O)(O)[O-] (nitric acid). The solvent is CC(=O)C (aceton). Yields the product C1=CC=C2C(=C1)C(=O)C3=C(C2=O)C(=O)C=CC3=O (quinizarinquinone). RXN SMILES: C[O:2][C:3]1[C:16]2[C:15](=[O:17])[C:14]3[C:9](=[CH:10][CH:11]=[CH:12][CH:13]=3)[C:8](=[O:18])[C:7]=2[C:6]([O:19]C)=[CH:5][CH:4]=1.[N+]([O-])(O)=O>CC(C)=O>[CH:12]1[CH:13]=[C:14]2[C:15]([C:16]3[C:3](=[O:2])[CH:4]=[CH:5][C:6](=[O:19])[C:7]=3[C:8](=[O:18])[C:9]2=[CH:10][CH:11]=1)=[O:17]. Reported procedure: 1,4-Dimethoxyanthraquinone (II) (0.596 g, 2 mmole) is dissolved in hot aceton (60 ml) and argentic oxide (1g, 8mmole) was added to this warm solution. Brief sonication forms a uniform dispersal of oxident. The mixture is heated up to boiling on steam bath again and the mixture stirred vigorously with magnetic stirrer. The oxidation is then initiated by the addition of 6N aqueous nitric acid (2 ml). After addition, the mixture is stirred while cooling for an extra 20 minutes and filtered. The res... Starting materials: COC(C[C@@H]1COC2=C1C=CC(=C2)O[C@@H]2CCC1=C(C=CC(=C21)F)B2OC(C(O2)(C)C)(C)C)=O ({(S)-6-[(R)-7-fluoro-4-(4,4,5,5-tetramethyl-[1,3,2]dioxaborolan-2-yl)-indan-1-yloxy]-2,3-dihydro-benzofuran-3-yl}-acetic acid methyl ester), BrC1=C(C=C(C=C1C)C1=NC=CC(=C1)C)C (2-(4-bromo-3,5-dimethyl-phenyl)-4-methyl-pyridine), BrC1=C2CC[C@H](C2=C(C=C1)F)OC1=CC2=C([C@@H](CO2)CC(=O)OC)C=C1 (Methyl 2-((S)-6-((R)-4-bromo-7-fluoro-2,3-dihydro-1H-inden-1-yloxy)-2,3-dihydrobenzofuran-3-yl)acetate). Yields the product COC(C[C@@H]1COC2=C1C=CC(=C2)O[C@@H]2CCC1=C(C=CC(=C21)F)C2=C(C=C(C=C2C)C2=NC=CC(=C2)C)C)=O ({(S)-6-[(R)-4-(2,6-Dimethyl-4-(4-methyl-pyridin-2-yl)-phenyl)-7-fluoro-indan-1-yloxy]-2,3-dihydro-benzofuran-3-yl}-acetic acid methyl ester). RXN SMILES: [CH3:1][O:2][C:3](=[O:34])[CH2:4][C@H:5]1[C:9]2[CH:10]=[CH:11][C:12]([O:14][C@H:15]3[C:23]4[C:18](=[C:19](B5OC(C)(C)C(C)(C)O5)[CH:20]=[CH:21][C:22]=4[F:24])[CH2:17][CH2:16]3)=[CH:13][C:8]=2[O:7][CH2:6]1.Br[C:36]1[C:41]([CH3:42])=[CH:40][C:39]([C:43]2[CH:48]=[C:47]([CH3:49])[CH:46]=[CH:45][N:44]=2)=[CH:38][C:37]=1[CH3:50].BrC1C=CC(F)=C2C=1CC[C@H]2OC1C=CC2[C@H](CC(OC)=O)COC=2C=1>>[CH3:1][O:2][C:3](=[O:34])[CH2:4][C@H:5]1[C:9]2[CH:10]=[CH:11][C:12]([O:14][C@H:15]3[C:23]4[C:18](=[C:19]([C:36]5[C:41]([CH3:42])=[CH:40][C:39]([C:43]6[CH:48]=[C:47]([CH3:49])[CH:46]=[CH:45][N:44]=6)=[CH:38][C:37]=5[CH3:50])[CH:20]=[CH:21][C:22]=4[F:24])[CH2:17][CH2:16]3)=[CH:13][C:8]=2[O:7][CH2:6]1. Procedure: The title compound is prepared from {(S)-6-[(R)-7-fluoro-4-(4,4,5,5-tetramethyl-[1,3,2]dioxaborolan-2-yl)-indan-1-yloxy]-2,3-dihydro-benzofuran-3-yl}-acetic acid methyl ester and 2-(4-bromo-3,5-dimethyl-phenyl)-4-methyl-pyridine following a procedure analogous to that described in Step 5 of Intermediate 1. LC (method 7): tR=1.07 min; Mass spectrum (ESI+): m/z=538 [M+H]+.